This data is from the Open Reaction Database (ORD), a public repository of structured organic reaction records. The task is: describe an organic reaction: reactants, conditions, products, and yield Reactants: OCc1ccc2c(c1)OCO2, CCCC[N+](CCCC)(CCCC)CCCC, [Na+], [Na+], [OH-], O, O, O, OO, O=P([O-])(O)O, O=S(=O)([O-])O, Cc1ccccc1C. Product: O=Cc1ccc2c(c1)OCO2. RXN SMILES: [CH2:1]([c:2]1[cH:3][c:4]2[c:8]([cH:9][cH:10]1)[O:7][CH2:6][O:5]2)[OH:11].[CH2:29]([N+:30]([CH2:31][CH2:32][CH2:33][CH3:34])([CH2:35][CH2:36][CH2:37][CH3:38])[CH2:39][CH2:40][CH2:41][CH3:42])[CH2:43][CH2:44][CH3:45].[Na+:19].[Na+:23].[OH-:22].[OH2:12].[OH2:13].[OH2:46].[OH:20][OH:21].[P:14]([O-:15])([OH:16])([OH:17])=[O:18].[S:24]([O-:25])([OH:26])(=[O:27])=[O:28].[c:47]1([CH3:48])[c:49]([CH3:50])[cH:51][cH:52][cH:53][cH:54]1>>[CH:1]([c:2]1[cH:3][c:4]2[c:8]([cH:9][cH:10]1)[O:7][CH2:6][O:5]2)=[O:11].